Dataset: the Open Reaction Database (ORD), a public repository of structured organic reaction records. Task: describe an organic reaction: reactants, conditions, products, and yield The reactants are solution, C1(CCCCC1)[Mg]Br (cyclohexylmagnesium bromide), [Cl-].[NH4+] (ammonium chloride), CC1=C(SC2=NC=CC=C21)C=O (3-methylthieno[2,3-b]pyridine-2-carbaldehyde), C[N+]1(CCOCC1)[O-] (4-methylmorpholine N-oxide). Reagents/catalysts: [Ru](=O)(=O)(=O)[O-].C(CC)[N+](CCC)(CCC)CCC (tetrapropylammonium perruthenate). The solvent is O1CCCC1 (tetrahydrofuran), O1CCCC1 (tetrahydrofuran), C(C)#N (acetonitrile). Reaction conditions: time 1 hour. The product is C1(CCCCC1)C(=O)C1=C(C=2C(=NC=CC2)S1)C (cyclohexyl(3-methylthieno[2,3-b]pyridin-2-yl)methanone). Yield: 85.0%. As a reaction SMILES: [CH3:1][C:2]1[C:10]2[C:5](=[N:6][CH:7]=[CH:8][CH:9]=2)[S:4][C:3]=1[CH:11]=[O:12].[CH:13]1([Mg]Br)[CH2:18][CH2:17][CH2:16][CH2:15][CH2:14]1.[Cl-].[NH4+].C[N+]1([O-])CCOCC1>O1CCCC1.[Ru]([O-])(=O)(=O)=O.C([N+](CCC)(CCC)CCC)CC.C(#N)C>[CH:13]1([C:11]([C:3]2[S:4][C:5]3=[N:6][CH:7]=[CH:8][CH:9]=[C:10]3[C:2]=2[CH3:1])=[O:12])[CH2:18][CH2:17][CH2:16][CH2:15][CH2:14]1 |f:2.3,6.7|. Reported procedure: To a solution (60 mL) of 3-methylthieno[2,3-b]pyridine-2-carbaldehyde (2.07 g) synthesized above in tetrahydrofuran was added a 1.0M solution (17.6 mL) of cyclohexylmagnesium bromide in tetrahydrofuran at 0° C., and the mixture was stirred for 1 hr. Saturated aqueous ammonium chloride solution was added to quench the reaction, and the reaction mixture was extracted with ethyl acetate. The extract was washed with saturated brine, dried over magnesium sulfate, and concentrated under reduced pressu... Reactants: ClC=1OC2=C(N1)C=C(C=C2)F (2-chloro-5-fluorobenzoxazole), C1CCC(CC1)C[C@@H](C(=O)O)N (L-cyclohexylalanine), FC1=CC=C(C=C1)NCCN (N1-(4-fluoro-phenyl)-ethane-1,2-diamine). Yields the product C1(CCCCC1)C[C@@H](C(=O)NCCNC1=CC=C(C=C1)F)NC=1OC2=C(N1)C=C(C=C2)F (3-Cyclohexyl-2-(S)-(5-fluoro-benzooxazol-2-ylamino)-N-[2-(4-fluoro-phenylamino)-ethyl]-propionamide). RXN SMILES: Cl[C:2]1[O:3][C:4]2[CH:10]=[CH:9][C:8]([F:11])=[CH:7][C:5]=2[N:6]=1.[CH2:12]1[CH2:17][CH2:16][CH:15]([CH2:18][C@H:19]([NH2:23])[C:20]([OH:22])=O)[CH2:14][CH2:13]1.[F:24][C:25]1[CH:30]=[CH:29][C:28]([NH:31][CH2:32][CH2:33][NH2:34])=[CH:27][CH:26]=1>>[CH:15]1([CH2:18][C@H:19]([NH:23][C:2]2[O:3][C:4]3[CH:10]=[CH:9][C:8]([F:11])=[CH:7][C:5]=3[N:6]=2)[C:20]([NH:34][CH2:33][CH2:32][NH:31][C:28]2[CH:29]=[CH:30][C:25]([F:24])=[CH:26][CH:27]=2)=[O:22])[CH2:14][CH2:13][CH2:12][CH2:17][CH2:16]1. Reported procedure: The title compound was prepared from 2-chloro-5-fluorobenzoxazole, L-cyclohexylalanine and N1-(4-fluoro-phenyl)-ethane-1,2-diamine.2HCl using the procedure analogous to that described in example 2. 1H NMR (DMSO-d6, 400 MHz) δ 8.29 (d, 1H, J=8.0 Hz), 8.16 (t, 1H, J=5.6 Hz), 7.27 (dd, 1H, J=4.4 Hz, J=8.4 Hz), 6.97 (dd, 1H, J=2.6 Hz, J=9.4 Hz), 6.80 (m, 2H), 6.72(m, 1H), 6.46(m, 2H), 5.42(m, 1H), 4.20 (m, 1H), 3.15(m, 2H), 2.95(m, 2H), 1.55(m, 7H), 1.30(m, 1H), 1.05(m, 3H), 0.83(m, 2H). HPLC-MS cal... Starting materials: C(C)C1C(CC(C(C(OC(C2CCCCN2C(C(C2(C(CC(C(C(CC(CC(=C1)C)C)OC)O2)OC)C)O)=O)=O)=O)C(=CC2CC(C(CC2)N)OC)C)C)O)=O (17-ethyl-1,14-dihydroxy-12-[2'-(4"-amino-3"-methoxycyclohexyl)-1'-methylvinyl]-23,25-dimethoxy-13,19,21,27-tetramethyl-11,28-dioxa-4-azatricyclo[22.3.1.04,9 ]octacos-18-ene-2,3,10,16-tetraone), C(=O)OC (methyl formate). Run at temperature 0 celsius, time 1 hour. Yields the product C(C)C1C(CC(C(C(OC(C2CCCCN2C(C(C2(C(CC(C(C(CC(CC(=C1)C)C)OC)O2)OC)C)O)=O)=O)=O)C(=CC2CC(C(CC2)NC=O)OC)C)C)O)=O (17-Ethyl-1,14-dihydroxy-12-[2-(4"-formamido-3"-methoxycyclohexyl)-1'-methylvinyl]-23,25-dimethoxy-13,19,21,27-tetramethyl-11,28-dioxa-4-azatricyclo[22.3.1.04,9 ]octacos- 18-ene-2,3,10,16-tetraone). As a reaction SMILES: [CH2:1]([CH:3]1[CH:29]=[C:28]([CH3:30])[CH2:27][CH:26]([CH3:31])[CH2:25][CH:24]([O:32][CH3:33])[CH:23]2[O:34][C:19]([OH:38])([CH:20]([CH3:37])[CH2:21][CH:22]2[O:35][CH3:36])[C:18](=[O:39])[C:17](=[O:40])[N:16]2[CH:11]([CH2:12][CH2:13][CH2:14][CH2:15]2)[C:10](=[O:41])[O:9][CH:8]([C:42]([CH3:53])=[CH:43][CH:44]2[CH2:49][CH2:48][CH:47]([NH2:50])[CH:46]([O:51][CH3:52])[CH2:45]2)[CH:7]([CH3:54])[CH:6]([OH:55])[CH2:5][C:4]1=[O:56])[CH3:2].[CH:57](OC)=[O:58]>>[CH2:1]([CH:3]1[CH:29]=[C:28]([CH3:30])[CH2:27][CH:26]([CH3:31])[CH2:25][CH:24]([O:32][CH3:33])[CH:23]2[O:34][C:19]([OH:38])([CH:20]([CH3:37])[CH2:21][CH:22]2[O:35][CH3:36])[C:18](=[O:39])[C:17](=[O:40])[N:16]2[CH:11]([CH2:12][CH2:13][CH2:14][CH2:15]2)[C:10](=[O:41])[O:9][CH:8]([C:42]([CH3:53])=[CH:43][CH:44]2[CH2:49][CH2:48][CH:47]([NH:50][CH:57]=[O:58])[CH:46]([O:51][CH3:52])[CH2:45]2)[CH:7]([CH3:54])[CH:6]([OH:55])[CH2:5][C:4]1=[O:56])[CH3:2]. Procedure: The compound 17-ethyl-1,14-dihydroxy-12-[2'-(4"-amino-3"-methoxycyclohexyl)-1'-methylvinyl]-23,25-dimethoxy-13,19,21,27-tetramethyl-11,28-dioxa-4-azatricyclo[22.3.1.04,9 ]octacos-18-ene-2,3,10,16-tetraone (30 mg) was mixed with methyl formate (0.5 ml) and stirred at 0° C. for 1 hr. The reaction mixture was allowed to warm to room temperature and then stirred overnight. The excess methylformate was removed with nitrogen flow and the crude mixture was purified by preparative tlc on silica gel (100... Starting materials: CCOC(C)=O, O=C1CCC(=O)N1Cl, CC(C)(C)OC(=O)N1CCC(c2ccc(N)cc2)C1, CN(C)C=O. Yields the product CC(C)(C)OC(=O)N1CCC(c2ccc(N)c(Cl)c2)C1. As a reaction SMILES: [CH3:28][CH2:29][O:30][C:31]([CH3:32])=[O:33].[Cl:20][N:21]1[C:22](=[O:23])[CH2:24][CH2:25][C:26]1=[O:27].[NH2:1][c:2]1[cH:3][cH:4][c:5]([CH:8]2[CH2:9][N:10]([C:13](=[O:14])[O:15][C:16]([CH3:17])([CH3:18])[CH3:19])[CH2:11][CH2:12]2)[cH:6][cH:7]1.[O:34]=[CH:35][N:36]([CH3:37])[CH3:38]>>[NH2:1][c:2]1[cH:3][cH:4][c:5]([CH:8]2[CH2:9][N:10]([C:13](=[O:14])[O:15][C:16]([CH3:17])([CH3:18])[CH3:19])[CH2:11][CH2:12]2)[cH:6][c:7]1[Cl:20].